This data is from the Open Reaction Database (ORD), a public repository of structured organic reaction records. The task is: describe an organic reaction: reactants, conditions, products, and yield The reactants are CC=1N=C(SC1C(=O)OCC)N1C(N(CC1)C1=CC=CC=C1)=O (ethyl 4-methyl-2-(2-oxo-3-phenylimidazolidin-1-yl)thiazole-5-carboxylate), C1(CCC1)CN1C(N(CC1)C=1SC(=C(N1)C)C(=O)OCC)=O (ethyl 2-(3-(cyclobutylmethyl)-2-oxoimidazolidin-1-yl)-4-methylthiazole-5-carboxylate). Yields the product C1(CCC1)CN1C(N(CC1)C=1SC(=C(N1)C)C(=O)O)=O (2-(3-(cyclobutylmethyl)-2-oxoimidazolidin-1-yl)-4-methylthiazole-5-carboxylic acid). The yield is 77.0%. RXN SMILES: [CH3:1][C:2]1[N:3]=[C:4]([N:12]2[CH2:16][CH2:15][N:14]([C:17]3[CH:22]=[CH:21][CH:20]=[CH:19]C=3)[C:13]2=[O:23])[S:5][C:6]=1[C:7]([O:9]CC)=[O:8].C1(CN2CCN(C3SC(C(OCC)=O)=C(C)N=3)C2=O)CCC1>>[CH:22]1([CH2:17][N:14]2[CH2:15][CH2:16][N:12]([C:4]3[S:5][C:6]([C:7]([OH:9])=[O:8])=[C:2]([CH3:1])[N:3]=3)[C:13]2=[O:23])[CH2:21][CH2:20][CH2:19]1. Reported procedure: Following the procedure as described in Example 6, making variations as required to replace ethyl 4-methyl-2-(2-oxo-3-phenylimidazolidin-1-yl)thiazole-5-carboxylate with ethyl 2-(3-(cyclobutylmethyl)-2-oxoimidazolidin-1-yl)-4-methylthiazole-5-carboxylate, the title compound was obtained in 77% yield: MS (ES+) m/z 296.2 (M+1). Starting materials: BrCCOCCOC1=CC=C2C(NC=NC2=C1)(OC)N(C1=C(C=CC=C1)F)Cl (7-(2-(2-bromoethoxy)ethoxy)4-(chloro-2-fluoroanilino)4 methoxyquinazoline). Solvent: CN1CCNCC1 (1-methylpiperazine). Reaction conditions: temperature 100 celsius. Product: Cl.N1=CN=CC2=CC=CC=C12 (quinazoline hydrochloride). The yield is 101.3%. Reaction SMILES: BrCCOCCO[C:8]1[CH:17]=[C:16]2[C:11]([C:12](N([Cl:28])C3C=CC=CC=3F)(OC)[NH:13][CH:14]=[N:15]2)=[CH:10][CH:9]=1>CN1CCNCC1>[ClH:28].[N:15]1[C:16]2[C:11](=[CH:10][CH:9]=[CH:8][CH:17]=2)[CH:12]=[N:13][CH:14]=1 |f:2.3|. Procedure: A mixture of 7-(2-(2-bromoethoxy)ethoxy)4-(chloro-2-fluoroanilino)4 methoxyquinazoline (150 mg, 0.32 mmol) in 1-methylpiperazine (2 ml) was heated at 100° C. for 1 hour. The mixture was allowed to cool and was partitioned between ethyl acetate and water. The organic layer was separated and washed with water and then brine, dried (MgSO4) and the solvent removed by evaporation. The residue was purified by column chromatography on silica eluting with methylene chloride/methanol (85/15 followed by 8... The reactants are CCc1nc2c(cnn2CC)c(NC2CCOCC2)c1CNC(=O)c1cccc(C(=O)NCc2ccc(F)c(-c3cccc(CN4CCC(O)CC4)c3)c2)c1, ClCCl. Yields the product CCc1nc2c(cnn2CC)c(NC2CCOCC2)c1CNC(=O)c1cccc(C(=O)NCc2ccc(F)c(-c3cccc(CN4CCC(=O)CC4)c3)c2)c1. Reaction SMILES: [CH2:1]([CH3:2])[n:3]1[n:4][cH:5][c:6]2[c:7]1[n:8][c:9]([CH2:54][CH3:55])[c:10]([CH2:19][NH:20][C:21](=[O:22])[c:23]1[cH:24][c:25]([C:29](=[O:30])[NH:31][CH2:32][c:33]3[cH:34][c:35](-[c:40]4[cH:41][c:42]([CH2:46][N:47]5[CH2:48][CH2:49][CH:50]([OH:53])[CH2:51][CH2:52]5)[cH:43][cH:44][cH:45]4)[c:36]([F:39])[cH:37][cH:38]3)[cH:26][cH:27][cH:28]1)[c:11]2[NH:12][CH:13]1[CH2:14][CH2:15][O:16][CH2:17][CH2:18]1.[Cl:56][CH2:57][Cl:58]>>[CH2:1]([CH3:2])[n:3]1[n:4][cH:5][c:6]2[c:7]1[n:8][c:9]([CH2:54][CH3:55])[c:10]([CH2:19][NH:20][C:21](=[O:22])[c:23]1[cH:24][c:25]([C:29](=[O:30])[NH:31][CH2:32][c:33]3[cH:34][c:35](-[c:40]4[cH:41][c:42]([CH2:46][N:47]5[CH2:48][CH2:49][C:50](=[O:53])[CH2:51][CH2:52]5)[cH:43][cH:44][cH:45]4)[c:36]([F:39])[cH:37][cH:38]3)[cH:26][cH:27][cH:28]1)[c:11]2[NH:12][CH:13]1[CH2:14][CH2:15][O:16][CH2:17][CH2:18]1.